This data is from the Open Reaction Database (ORD), a public repository of structured organic reaction records. The task is: describe an organic reaction: reactants, conditions, products, and yield Yields the product C(C)C(C=C)C=1C(=C2C(C(NC2=C(C1)C)=O)(C)C)O (5-(1-Ethyl-2-propenyl)-4-hydroxy-3,3,7-trimethyl-2,3-dihydro-1H-indol-2-one), OC1=C2C(C(NC2=C(C=C1C(C=CC)C)C)=O)(C)C (4-hydroxy-5-(1-methyl-2-butenyl)-3,3,7-trimethyl-2,3-dihydro-1H-indol-2-one). Procedure: Ozone was bubbled through a solution of 8.2 g (22.6 mmol) of 4-acetoxy-5-allyl-1-benzyl-2,3-dihydro-3,3,7-trimethyl-1H-indol-2-one in 2 l of ethyl acetate for 3 hours under cooling with ice. After bubbling nitrogen through the reaction mixture, 34.6 g (558 mmol) of dimethylsulfide was added and the mixture was stirred for one hour at 50° C. The solvent was evaporated and the residue was dissolved in 800 ml of methanol, followed by addition of 15.7 g (47 mmol) of methyltriphenylphosphoranilidene ... Run at temperature 50 celsius, time 1 hour. Reactants: O=[O+][O-] (Ozone), C(C)(=O)OC1=C2C(C(N(C2=C(C=C1CC=C)C)CC1=CC=CC=C1)=O)(C)C (4-acetoxy-5-allyl-1-benzyl-2,3-dihydro-3,3,7-trimethyl-1H-indol-2-one), C(C)(=O)OCC (ethyl acetate), methyltriphenylphosphoranilidene, C(C)(=O)[O-] (acetate), CSC (dimethylsulfide). As a reaction SMILES: O=[O+][O-].C([O:7][C:8]1[C:16]([CH2:17][CH:18]=C)=[CH:15][C:14]([CH3:20])=[C:13]2[C:9]=1[C:10]([CH3:30])([CH3:29])[C:11](=[O:28])[N:12]2[CH2:21][C:22]1[CH:27]=CC=C[CH:23]=1)(=O)C.[CH3:31]SC.[C:34]([O-])(=[O:36])[CH3:35].C([O:41][CH2:42][CH3:43])(=O)C>>[CH2:17]([CH:16]([C:8]1[C:42]([OH:41])=[C:43]2[C:11](=[C:10]([CH3:30])[CH:9]=1)[NH:12][C:21](=[O:36])[C:22]2([CH3:27])[CH3:23])[CH:15]=[CH2:14])[CH3:18].[OH:7][C:8]1[C:16]([CH:34]([CH3:35])[CH:31]=[CH:42][CH3:43])=[CH:15][C:14]([CH3:20])=[C:13]2[C:9]=1[C:10]([CH3:29])([CH3:30])[C:11](=[O:28])[NH:12]2.